Dataset: the Open Reaction Database (ORD), a public repository of structured organic reaction records. Task: describe an organic reaction: reactants, conditions, products, and yield Starting materials: CC1=C(C(=O)O)C(=CC=N1)C (2,4-dimethylnicotinic acid), S(=O)(Cl)Cl (thionyl chloride), [N-]=[N+]=[N-].[Na+] (NaN3). Run in O (water). Conditions: temperature 60 celsius. Product: CC1=NC=CC(=C1N)C (2,4-dimethyl-3-aminopyridine). Isolated yield 73.7%. As a reaction SMILES: [CH3:1][C:2]1[N:10]=[CH:9][CH:8]=[C:7]([CH3:11])[C:3]=1C(O)=O.S(Cl)(Cl)=O.[N-:16]=[N+]=[N-].[Na+]>O>[CH3:1][C:2]1[C:3]([NH2:16])=[C:7]([CH3:11])[CH:8]=[CH:9][N:10]=1 |f:2.3|. Reported procedure: A mixture of 1a (0.98 g, 6.5 mmol) and thionyl chloride (5 ml) was heated to 60° C. for 1 hour. The mixture was concentrated to dryness. The mixture was then dissolved in acetone (10 ml) prior to the addition of NaN3 (0.65 g, 10 mmol) and water (5 ml). The solution was heated to 70° C. for 1 hour. Acetone was evaporated from the reaction mixture which was washed with brine and extracted with ethyl acetate. The organic layer was dried over MgSO4, concentrated and chromatographed to yield 1b (0.58... Starting materials: C[C@@H](\C=C\C)O ((S)-trans-3-Penten-2-ol), CP(OC(C(C)(C)C)C)(F)=O (Soman), C(C)(C)(C)OC(C[C@@H](C[C@@H](C=CC)C)N(C(C)C1=CC=CC=C1)CC1=CC=CC=C1)=O ((3R,5S)-3-[Benzyl-(1-phenyl-ethyl)-amino]-5-methyl-oct-6-enoic acid tert-butyl ester), C(C1=CC=CC=C1)N[C@H](C1=CC=CC=C1)C ((S)-(−)-N-benzyl-α-methylbenzylamine), r-butyllithium, C(C)C(C([O-])([O-])[O-])(CC)CC (triethylorthoacetate), C(C)(C)(C)OC(C=CC[C@@H](C=CC)C)=O ((5S)-5-Methyl-octa-2,6-dienoic acid tert-butyl ester). Run in C1CCOC1 (THF), C1CCOC1 (THF). Reaction conditions: temperature -78 celsius, time 3 hour. Product: C(C)OC(C[C@@H](C=CC)C)=O ((S)-3-methyl-hex-4-enoic acid ethyl ester), aminoester. The yield is 52.0%. As a reaction SMILES: [CH3:1][C@H](O)/C=C/C.C(C(CC)(CC)C([O-])([O-])[O-])C.CP(=O)(F)OC(C)C(C)(C)C.[C:29]([O:33][C:34](=[O:59])[CH2:35][C@H:36](N(CC1C=CC=CC=1)C(C1C=CC=CC=1)C)[CH2:37][C@H:38]([CH3:42])C=CC)([CH3:32])(C)C.C(N[C@@H](C)C1C=CC=CC=1)C1C=CC=CC=1.C(OC(=O)C=CC[C@H](C)C=CC)(C)(C)C>C1COCC1>[CH2:29]([O:33][C:34](=[O:59])[CH2:35][C@H:36]([CH3:1])[CH:37]=[CH:38][CH3:42])[CH3:32]. Procedure details: To a solution of (S)-3-methyl-hex-4-enoic acid ethyl ester* (1.0 g, 6.4 mmol) in 30 mL toluene at −78° C. was added DIBAH (1.0M in THF, 6.4 mL) dropwise over 5 min. The mixture was stirred at −78° C. 45 min at which time 5 drops of methanol were added, resulting in vigorous H2 evolution. Methanol was added until no more gas evolution was observed (ca. 5 mL). At this time the cold bath was removed and ca. 5 mL of sat. aq. Na+ K+ tartrate was added. When the mixture reached room temperature, addit... The reactants are Cl.N1CCC(CC1)C1=NOC2=C1C=CC=C2 (3-piperidin-4-yl-benzo[d]isoxazolehydrochloride), CN(C)C(=[N+](C)C)ON1C2=C(C=CC=C2)N=N1.[B-](F)(F)(F)F (TBTU), CCN(C(C)C)C(C)C (DIPEA), FC1=CC=C(C=C1)C1=NN(C(=N1)C1=CC=C(C=C1)F)CC(=O)O ((3,5-bis-(4-fluoro-phenyl)-(1,2,4)triazol-1-yl)-acetic acid). Solvent: CN(C)C=O (DMF). Run at time 5 minute. The product is O1N=C(C2=C1C=CC=C2)C2CCN(CC2)C(CN2N=C(N=C2C2=CC=C(C=C2)F)C2=CC=C(C=C2)F)=O (1-(4-Benzo[d]isoxazol-3-yl-piperidin-1-yl)-2-(3,5-bis-(4-fluoro-phenyl)-(1,2,4)triazol-1-yl)-ethanone). Isolated yield 39.4%. Reaction SMILES: [F:1][C:2]1[CH:7]=[CH:6][C:5]([C:8]2[N:12]=[C:11]([C:13]3[CH:18]=[CH:17][C:16]([F:19])=[CH:15][CH:14]=3)[N:10]([CH2:20][C:21](O)=[O:22])[N:9]=2)=[CH:4][CH:3]=1.CN(C(ON1N=NC2C=CC=CC1=2)=[N+](C)C)C.[B-](F)(F)(F)F.CCN(C(C)C)C(C)C.Cl.[NH:56]1[CH2:61][CH2:60][CH:59]([C:62]2[C:66]3[CH:67]=[CH:68][CH:69]=[CH:70][C:65]=3[O:64][N:63]=2)[CH2:58][CH2:57]1>CN(C=O)C>[O:64]1[C:65]2[CH:70]=[CH:69][CH:68]=[CH:67][C:66]=2[C:62]([CH:59]2[CH2:60][CH2:61][N:56]([C:21](=[O:22])[CH2:20][N:10]3[C:11]([C:13]4[CH:14]=[CH:15][C:16]([F:19])=[CH:17][CH:18]=4)=[N:12][C:8]([C:5]4[CH:4]=[CH:3][C:2]([F:1])=[CH:7][CH:6]=4)=[N:9]3)[CH2:57][CH2:58]2)=[N:63]1 |f:1.2,4.5|. Procedure details: 32 mg (3,5-bis-(4-fluoro-phenyl)-(1,2,4)triazol-1-yl)-acetic acid was dissolved in 2 mL DMF. 32 mg TBTU and 26 μL DIPEA were added to this solution and the mixture was stirred for 5 minutes at RT. Then, 24 mg 3-piperidin-4-yl-benzo[d]isoxazolehydrochloride was added. The mixture was stirred for 2 h at RT. The reaction solution was purified by HPLC to yield 19.8 mg of the desired compound. Rt: 2.24 (method D), (M+H)+: 500 Reaction conditions: time 20 hour. Procedure details: A mixture of the product from Step E (158 g, 0.325 mol), THF (700 mL) and 2N HCl (180 mL) were stirred at room temperature for 20 hr. After evaporating the THF, the aqueous mixture was cooled to 0° C. and sodium bicarbonate (50 g) was carefully added followed by water (400 mL) and ethyl acetate (500 mL). The two layers were separated and the aqueous layer was extracted with ethyl acetate (250 mL). The combined organic extracts were washed with brine, dried (MgSO4) and evaporated to give a foam w... As a reaction SMILES: C(OC([O:6][CH:7]1[C:12]2[CH:13]=[C:14]([S:16]([NH:19][C:20]([CH3:23])([CH3:22])[CH3:21])(=[O:18])=[O:17])[S:15][C:11]=2[S:10](=[O:25])(=[O:24])[N:9](C(OCC)C)[CH2:8]1)C)C.Cl>C1COCC1>[OH:6][CH:7]1[C:12]2[CH:13]=[C:14]([S:16]([NH:19][C:20]([CH3:21])([CH3:22])[CH3:23])(=[O:17])=[O:18])[S:15][C:11]=2[S:10](=[O:25])(=[O:24])[NH:9][CH2:8]1. The yield is 73.8%. The reactants are C(C)OC(C)OC1CN(S(C2=C1C=C(S2)S(=O)(=O)NC(C)(C)C)(=O)=O)C(C)OCC (4-(1-Ethoxyethoxy)-2-(1-ethoxyethyl)-3,4-dihydro-N-(1,1-dimethylethyl)-2H-thieno[3,2-e]-1,2-thiazine-6-sulfonamide 1,1-dioxide), Cl (HCl). Solvent: C1CCOC1 (THF). Yields the product OC1CNS(C2=C1C=C(S2)S(=O)(=O)NC(C)(C)C)(=O)=O (3,4-Dihydro-4-hydroxy-N-(1,1-dimethylethyl)-2H-thieno[3,2-e]-1,2-thiazine-6-sulfonamide 1,1-dioxide). The reactants are O1COC2=C1C=CC(=C2)COC(=O)C=2SC(=C(C2)[N+](=O)[O-])C (5-methyl-4-nitro-thiophene-2-carboxylic acid 1,3-benzodioxol-5-ylmethyl ester). Reagents/catalysts: [Ni] (nickel). Run in O1CCCC1 (tetrahydrofuran). Product: O1COC2=C1C=CC(=C2)COC(=O)C=2SC(=C(C2)N)C (5-methyl-4-amino-thiophene-2-carboxylic acid 1,3-benzodioxol-5-ylmethyl ester). RXN SMILES: [O:1]1[C:5]2[CH:6]=[CH:7][C:8]([CH2:10][O:11][C:12]([C:14]3[S:15][C:16]([CH3:22])=[C:17]([N+:19]([O-])=O)[CH:18]=3)=[O:13])=[CH:9][C:4]=2[O:3][CH2:2]1>O1CCCC1.[Ni]>[O:1]1[C:5]2[CH:6]=[CH:7][C:8]([CH2:10][O:11][C:12]([C:14]3[S:15][C:16]([CH3:22])=[C:17]([NH2:19])[CH:18]=3)=[O:13])=[CH:9][C:4]=2[O:3][CH2:2]1. Procedure: Sponge nickel (0.5 g water wet) was added to a solution of 5-methyl-4-nitro-thiophene-2-carboxylic acid 1,3-benzodioxol-5-ylmethyl ester (0.55 g, 1.7 mmol) from Step 1 in tetrahydrofuran (100 mL) and the mixture was hydrogenated at room temperature under a hydrogen atmosphere at a starting pressure of 50 psi. After a reaction time of 2.79 hours, the pressure was released, and the mixture was filtered. The slurry was washed with tetrahydrofuran, and the filtrate was stripped of solvent under redu...